Dataset: the Open Reaction Database (ORD), a public repository of structured organic reaction records. Task: describe an organic reaction: reactants, conditions, products, and yield The reactants are OC=1C=CC2=C(N=C(O2)N2CCC(CC2)OC[C@H](C)NC(OC(C)(C)C)=O)C1 (tert-butyl [(1S)-2-{[1-(5-hydroxy-1,3-benzoxazol-2-yl)piperidin-4-yl]oxy}-1-methylethyl]carbamate), C([O-])([O-])=O.[K+].[K+] (potassium carbonate), BrCC1CCC1 ((bromomethyl)cyclobutane). Solvent: CN(C)C=O (DMF), C(C)(=O)OCC (ethyl acetate). Run at temperature 60 celsius. Product: C1(CCC1)COC=1C=CC2=C(N=C(O2)N2CCC(CC2)OC[C@H](C)NC(OC(C)(C)C)=O)C1 (tert-butyl [(1S)-2-({1-[5-(cyclobutylmethoxy)-1,3-benzoxazol-2-yl]piperidin-4-yl}oxy)-1-methylethyl]carbamate). The yield is 83.2%. RXN SMILES: [OH:1][C:2]1[CH:3]=[CH:4][C:5]2[O:9][C:8]([N:10]3[CH2:15][CH2:14][CH:13]([O:16][CH2:17][C@@H:18]([NH:20][C:21](=[O:27])[O:22][C:23]([CH3:26])([CH3:25])[CH3:24])[CH3:19])[CH2:12][CH2:11]3)=[N:7][C:6]=2[CH:28]=1.C(=O)([O-])[O-].[K+].[K+].Br[CH2:36][CH:37]1[CH2:40][CH2:39][CH2:38]1>CN(C=O)C.C(OCC)(=O)C>[CH:37]1([CH2:36][O:1][C:2]2[CH:3]=[CH:4][C:5]3[O:9][C:8]([N:10]4[CH2:15][CH2:14][CH:13]([O:16][CH2:17][C@@H:18]([NH:20][C:21](=[O:27])[O:22][C:23]([CH3:24])([CH3:26])[CH3:25])[CH3:19])[CH2:12][CH2:11]4)=[N:7][C:6]=3[CH:28]=2)[CH2:40][CH2:39][CH2:38]1 |f:1.2.3|. Procedure details: To a solution of tert-butyl [(1S)-2-{[1-(5-hydroxy-1,3-benzoxazol-2-yl)piperidin-4-yl]oxy}-1-methylethyl]carbamate (389 mg) in DMF (5 mL) were added potassium carbonate (413 mg) and (bromomethyl)cyclobutane (297 mg), and the mixture was stirred with heating at 60° C. for 6 hr under a nitrogen atmosphere. The reaction mixture was allowed to cool to room temperature, diluted with ethyl acetate, washed with saturated brine, and dried over anhydrous magnesium sulfate. The solvent was evaporated unde... Procedure details: To 2.34 g of the thus obtained N-hexyl-N-(2-p-toluenesulfonyloxyethyl)-5-isoquinolinesulfonamide was added 40 ml of an ethanol solution containing 4 g of ammonia, and the mixture was heated at 90° C. for 48 hours in a pressure vessel. Then, the solvent was removed under reduced pressure to obtain a residue. The residue thus obtained was subjected to purification by silica gel column chromatography (Wacogel C-200, 100 g; solvent: a 3% methanol solution in chloroform) to obtain 1.34 g of N-hexyl-N... The solvent is C(C)O (ethanol). As a reaction SMILES: [CH2:1]([N:7]([CH2:21][CH2:22]OS(C1C=CC(C)=CC=1)(=O)=O)[S:8]([C:11]1[C:12]2[CH:13]=[CH:14][N:15]=[CH:16][C:17]=2[CH:18]=[CH:19][CH:20]=1)(=[O:10])=[O:9])[CH2:2][CH2:3][CH2:4][CH2:5][CH3:6].[NH3:34]>C(O)C>[NH2:34][CH2:22][CH2:21][N:7]([CH2:1][CH2:2][CH2:3][CH2:4][CH2:5][CH3:6])[S:8]([C:11]1[C:12]2[CH:13]=[CH:14][N:15]=[CH:16][C:17]=2[CH:18]=[CH:19][CH:20]=1)(=[O:10])=[O:9]. Product: NCCN(S(=O)(=O)C=1C=2C=CN=CC2C=CC1)CCCCCC (N-(2-aminoethyl)-N-hexyl-5-isoquinolinesulfonamide). Starting materials: C(CCCCC)N(S(=O)(=O)C=1C=2C=CN=CC2C=CC1)CCOS(=O)(=O)C1=CC=C(C=C1)C (N-hexyl-N-(2-p-toluenesulfonyloxyethyl)-5-isoquinolinesulfonamide), N (ammonia). Conditions: temperature 90 celsius. Reactants: [C@H]1(CC[C@H](CC1)N)N (trans-cyclohexane-1,4-diamine), ClC1=NC(=CC(=C1)I)Cl (2,6-dichloro-4-iodopyridine). Solvent: CCOC(=O)C (EtOAc). Reaction conditions: temperature 120 celsius, time 5 hour. The product is ClC1=CC(=CC(=N1)N[C@@H]1CC[C@H](CC1)N)I ((trans)-N1-(6-chloro-4-iodopyridin-2-yl)cyclohexane-1,4-diamine). Isolated yield 93.5%. RXN SMILES: [C@H:1]1([NH2:8])[CH2:6][CH2:5][C@H:4]([NH2:7])[CH2:3][CH2:2]1.[Cl:9][C:10]1[CH:15]=[C:14]([I:16])[CH:13]=[C:12](Cl)[N:11]=1>CCOC(C)=O>[Cl:9][C:10]1[N:11]=[C:12]([NH:7][C@H:4]2[CH2:5][CH2:6][C@H:1]([NH2:8])[CH2:2][CH2:3]2)[CH:13]=[C:14]([I:16])[CH:15]=1. Procedure: A mixture of trans-cyclohexane-1,4-diamine (2.085 g, 18.26 mmol) and 2,6-dichloro-4-iodopyridine (1.000 g, 3.65 mmol) was heated in a capped vial at 120° C. After 5 hours, the reaction mixture was cooled. The solids were stirred in EtOAc for 30 minutes, and the suspension was filtered. The filtrate was diluted with EtOAc and washed with 20% brine and NaHCO3. The organic layer was dried and concentrated to give 1.20 g of the title compound. The crude product was used in the next step without furt... Reactants: CCN(CC)C(=O)Cl, CC(C)N1CCC(Oc2ccc3[nH]c(C(=O)N4CCNCC4)cc3c2)CC1, Cl, Cl. Yields the product CCN(CC)C(=O)N1CCN(C(=O)c2cc3cc(OC4CCN(C(C)C)CC4)ccc3[nH]2)CC1. RXN SMILES: [CH2:30]([CH3:31])[N:32]([C:33](=[O:34])[Cl:35])[CH2:36][CH3:37].[CH:3]([CH3:4])([CH3:5])[N:6]1[CH2:7][CH2:8][CH:9]([O:12][c:13]2[cH:14][c:15]3[cH:16][c:17]([C:22](=[O:23])[N:24]4[CH2:25][CH2:26][NH:27][CH2:28][CH2:29]4)[nH:18][c:19]3[cH:20][cH:21]2)[CH2:10][CH2:11]1.[ClH:1].[ClH:2]>>[CH:3]([CH3:4])([CH3:5])[N:6]1[CH2:7][CH2:8][CH:9]([O:12][c:13]2[cH:14][c:15]3[cH:16][c:17]([C:22](=[O:23])[N:24]4[CH2:25][CH2:26][N:27]([C:33]([N:32]([CH2:30][CH3:31])[CH2:36][CH3:37])=[O:34])[CH2:28][CH2:29]4)[nH:18][c:19]3[cH:20][cH:21]2)[CH2:10][CH2:11]1. Starting materials: C(C)(=O)OC1=C(C=C(C=C1C(C)(C)C)OCC(=C)C)C(C)(C)C (4-Acetoxy-3,5-di-tert-butyl-1-(2-methyl-2-propenyloxy)benzene). The solvent is CN(C1=CC=CC=C1)C (N,N-dimethylaniline). Reaction conditions: time 15 minute. Product: C(C)(=O)OC=1C(=CC2=C(CC(O2)(C)C)C1C(C)(C)C)C(C)(C)C (5-acetoxy-4,6-di-tert-butyl-2,2-dimethyl-2,3-dihydrobenzofuran). The yield is 107.2%. RXN SMILES: [C:1]([O:4][C:5]1[C:10]([C:11]([CH3:14])([CH3:13])[CH3:12])=[CH:9][C:8]([O:15]CC(C)=C)=[CH:7][C:6]=1[C:20]([CH3:23])([CH3:22])[CH3:21])(=[O:3])[CH3:2]>CN(C)C1C=CC=CC=1>[C:1]([O:4][C:5]1[C:10]([C:11]([CH3:14])([CH3:13])[CH3:12])=[CH:9][C:8]2[O:15][C:6]([CH3:20])([CH3:7])[CH2:5][C:7]=2[C:6]=1[C:20]([CH3:23])([CH3:21])[CH3:22])(=[O:3])[CH3:2]. Procedure: 4-Acetoxy-3,5-di-tert-butyl-1-(2-methyl-2-propenyloxy)benzene (2.22 g) was dissolved in N,N-dimethylaniline (8 ml) and the solution was refluxed under a nitrogen atmosphere for 36 h. After cooling to room temperature, the reaction solution was concentrated under reduced pressure and, after addition of 1N HCl (5 ml) and diethyl ether (10 ml), stirring was continued for 15 min. The organic layer was separated and the aqueous layer was subjected to extraction with diethyl ether. The combined extrac...